This data is from the Open Reaction Database (ORD), a public repository of structured organic reaction records. The task is: describe an organic reaction: reactants, conditions, products, and yield The reactants are CCOC(=O)C(=NOC)c1csc(NC(=O)CCl)n1, CCO, [K+], [OH-], O. Yields the product CON=C(C(=O)O)c1csc(NC(=O)CCl)n1. Reaction SMILES: [CH3:1][O:2][N:3]=[C:4]([C:5](=[O:6])[O:7][CH2:8][CH3:9])[c:10]1[n:11][c:12]([NH:15][C:16]([CH2:17][Cl:18])=[O:19])[s:13][cH:14]1.[CH3:23][CH2:24][OH:25].[K+:21].[OH-:20].[OH2:22]>>[CH3:1][O:2][N:3]=[C:4]([C:5](=[O:6])[OH:7])[c:10]1[n:11][c:12]([NH:15][C:16]([CH2:17][Cl:18])=[O:19])[s:13][cH:14]1. Starting materials: N1N=CN=C1 (1,2,4-triazole), ClC=1N=C(C2=C(N1)SC(=C2)CC)NCC2=CC(=CC=C2)[N+](=O)[O-] (2-chloro-6-ethyl-4-(3-nitrobenzylamino)-thieno-[2,3-d]-pyrimidine). Product: N1(N=CN=C1)C=1N=C(C2=C(N1)SC(=C2)CC)NCC2=CC(=CC=C2)[N+](=O)[O-] (2-(1,2,4-triazol-1-yl)-6-ethyl-4-(3-nitrobenzylamino)-thieno-[2,3-d]-pyrimidine). As a reaction SMILES: [NH:1]1[CH:5]=[N:4][CH:3]=[N:2]1.Cl[C:7]1[N:8]=[C:9]([NH:18][CH2:19][C:20]2[CH:25]=[CH:24][CH:23]=[C:22]([N+:26]([O-:28])=[O:27])[CH:21]=2)[C:10]2[CH:15]=[C:14]([CH2:16][CH3:17])[S:13][C:11]=2[N:12]=1>>[N:1]1([C:7]2[N:8]=[C:9]([NH:18][CH2:19][C:20]3[CH:25]=[CH:24][CH:23]=[C:22]([N+:26]([O-:28])=[O:27])[CH:21]=3)[C:10]3[CH:15]=[C:14]([CH2:16][CH3:17])[S:13][C:11]=3[N:12]=2)[CH:5]=[N:4][CH:3]=[N:2]1. Reported procedure: Following the procedure of Example 97, the reaction of 1,2,4-triazole with 2-chloro-6-ethyl-4-(3-nitrobenzylamino)-thieno-[2,3-d]-pyrimidine gives 2-(1,2,4-triazol-1-yl)-6-ethyl-4-(3-nitrobenzylamino)-thieno-[2,3-d]-pyrimidine. The reactants are BrC1=C2C=CC=CC2=C(C2=CC=CC=C12)C=1C=C(C=CC1)C1=NC2=C(N1C1=CC=CC=C1)C=CC=C2 (2-(3-(10-bromoanthracen-9-yl)phenyl)-1-phenyl-1H-benzo[d]imidazole), Compound, BrC=1C2=CC=CC=C2C(=C2C=CC=CC12)Br (9,10-dibromoanthracene), C(=O)([O-])[O-].[Na+].[Na+] (Na2CO3), O (H2O). Reagents/catalysts: C=1C=CC(=CC1)[P](C=2C=CC=CC2)(C=3C=CC=CC3)[Pd]([P](C=4C=CC=CC4)(C=5C=CC=CC5)C=6C=CC=CC6)([P](C=7C=CC=CC7)(C=8C=CC=CC8)C=9C=CC=CC9)[P](C=1C=CC=CC1)(C=1C=CC=CC1)C=1C=CC=CC1 (tetrakis(triphenylphosphine)palladium(0)). Solvent: C1CCOC1 (THF). Product: BrC1=C2C=CC=CC2=C(C2=CC=CC=C12)C=1C=C(C=CC1)N1C2=CC=CC=C2C=2C=CC=CC12 (9-(3-(10-bromoanthracen-9-yl)phenyl)-9H-carbazole). Isolated yield 68.0%. RXN SMILES: BrC1C2[C:10](=CC=CC=2)[C:9]([C:16]2[CH:17]=[C:18]([C:22]3[N:26]([C:27]4[CH:32]=[CH:31][CH:30]=[CH:29][CH:28]=4)[C:25]4[CH:33]=[CH:34][CH:35]=[CH:36][C:24]=4N=3)C=CC=2)=C2C=1C=CC=C2.[Br:37][C:38]1[C:39]2[C:44]([C:45](Br)=[C:46]3[C:51]=1[CH:50]=[CH:49][CH:48]=[CH:47]3)=[CH:43][CH:42]=[CH:41][CH:40]=2.C([O-])([O-])=O.[Na+].[Na+].O>C1C=CC([P]([Pd]([P](C2C=CC=CC=2)(C2C=CC=CC=2)C2C=CC=CC=2)([P](C2C=CC=CC=2)(C2C=CC=CC=2)C2C=CC=CC=2)[P](C2C=CC=CC=2)(C2C=CC=CC=2)C2C=CC=CC=2)(C2C=CC=CC=2)C2C=CC=CC=2)=CC=1.C1COCC1>[Br:37][C:38]1[C:39]2[C:44](=[CH:43][CH:42]=[CH:41][CH:40]=2)[C:45]([C:29]2[CH:28]=[C:27]([N:26]3[C:25]4[CH:24]=[CH:36][CH:35]=[CH:34][C:33]=4[C:10]4[C:22]3=[CH:18][CH:17]=[CH:16][CH:9]=4)[CH:32]=[CH:31][CH:30]=2)=[C:46]2[C:51]=1[CH:50]=[CH:49][CH:48]=[CH:47]2 |f:2.3.4,^1:63,65,84,103|. Procedure details: Following the procedure as outlined above for synthesizing Compound 5, Compound (2.686 g, 7.274 mmol), 9,10-dibromoanthracene (7.333 g, 21.82 mmol), tetrakis(triphenylphosphine)palladium(0) (0.420 g, 0.364 mmol), Na2CO3 (9.539 g, 90.00 mmol), H2O (90 mL) and THF (150 mL) yielded Compound 8 (2.45 g, 68%) as a light yellow solid after flash chromatography (SiO2, 19:1 to 9:1 hexanes-dichloromethane). The reactants are ice water, S(O)(O)(=O)=O.NCC#N (aminoacetonitrile bisulphate), CC(C)(CCCCC)O (2-methylheptan-2-ol), S(O)(O)(=O)=O (sulphuric acid). Solvent: C(C)(=O)O (acetic acid). Conditions: time 1 hour. The product is NCC(=O)NC(CCCCC)(C)C (2-amino-N-(1,1-dimethylhexyl)acetamide). RXN SMILES: S(=O)(=O)(O)O.[NH2:6][CH2:7][C:8]#[N:9].[CH3:10][C:11](O)([CH2:13][CH2:14][CH2:15][CH2:16][CH3:17])[CH3:12].S(=O)(=O)(O)[OH:20]>C(O)(=O)C>[NH2:9][CH2:8][C:7]([NH:6][C:11]([CH3:12])([CH3:10])[CH2:13][CH2:14][CH2:15][CH2:16][CH3:17])=[O:20] |f:0.1|. Procedure details: A mixture of aminoacetonitrile bisulphate (15.4 g, 0.1 mol) and 2-methylheptan-2-ol (13.0 g, 0.1 mol) in acetic acid (60 ml) was treated with concentrated sulphuric acid (12 ml) with the temperature held at 40°-45° C. After stirring for 1 hour the mixture was poured into ice-water (300 ml) and washed with ether (2×200 ml). The aqueous phase was basified with 10 N sodium hydroxide solution, extracted with ether (3×200 ml) and the combined extracts were dried over magnesium sulphate then distilled... Starting materials: NC1=CC(=C(C(=O)NCC2CCN(CC2)CCCCCNCC=2SC=CC2)C=C1Cl)OC (4-Amino-5-chloro-2-methoxy-N-((1-(5-((2-thienylmethyl)amino)-pentyl)piperidin-4-yl)methyl)benzamide), C(C)=O (acetaldehyde), C(#N)[BH3-].[Na+] (sodium cyanoborohydride). Yields the product NC1=CC(=C(C(=O)NCC2CCN(CC2)CCCCCN(CC=2SC=CC2)CC)C=C1Cl)OC (4-amino-5-chloro-N-((1-(5-(N-ethyl-N-(2-thienylmethyl)amino)pentyl)-piperidin-4-yl)methyl)-2-methoxybenzamide). As a reaction SMILES: [NH2:1][C:2]1[C:29]([Cl:30])=[CH:28][C:5]([C:6]([NH:8][CH2:9][CH:10]2[CH2:15][CH2:14][N:13]([CH2:16][CH2:17][CH2:18][CH2:19][CH2:20][NH:21][CH2:22][C:23]3[S:24][CH:25]=[CH:26][CH:27]=3)[CH2:12][CH2:11]2)=[O:7])=[C:4]([O:31][CH3:32])[CH:3]=1.[CH:33](=O)[CH3:34].C([BH3-])#N.[Na+]>>[NH2:1][C:2]1[C:29]([Cl:30])=[CH:28][C:5]([C:6]([NH:8][CH2:9][CH:10]2[CH2:11][CH2:12][N:13]([CH2:16][CH2:17][CH2:18][CH2:19][CH2:20][N:21]([CH2:33][CH3:34])[CH2:22][C:23]3[S:24][CH:25]=[CH:26][CH:27]=3)[CH2:14][CH2:15]2)=[O:7])=[C:4]([O:31][CH3:32])[CH:3]=1 |f:2.3|. Procedure: 4-Amino-5-chloro-2-methoxy-N-((1-(5-((2-thienylmethyl)amino)-pentyl)piperidin-4-yl)methyl)benzamide (1.5 g) as starting compound, acetaldehyde (0.23 ml) and sodium cyanoborohydride (0.25 g) were reacted and treated in the same manner as in Example 136 to give 0.96 g of 4-amino-5-chloro-N-((1-(5-(N-ethyl-N-(2-thienylmethyl)amino)pentyl)-piperidin-4-yl)methyl)-2-methoxybenzamide. Starting materials: C(C(=O)Cl)(=O)Cl (Oxalyl chloride), N1(CCCCC1)C1=C(C=C(C(=O)O)C=C1)C(F)(F)F (4-Piperidin-1-yl-3-(trifluoromethyl)benzoic acid), ON=C(N)C1=C(C=CC=C1)OC(F)(F)F (N′-Hydroxy-2-(trifluoromethoxy)benzenecarboximidamide), CCN(C(C)C)C(C)C (DIEA). Yields the product FC(OC1=C(C=CC=C1)C1=NOC(=N1)C1=CC(=C(C=C1)N1CCCCC1)C(F)(F)F)(F)F (1-[4-{3-[2-(trifluoromethoxy)phenyl]-1,2,4-oxadiazol-5-yl}-2-(trifluoromethyl)phenyl]piperidine). As a reaction SMILES: C(Cl)(=O)C(Cl)=O.[N:7]1([C:13]2[CH:21]=[CH:20][C:16]([C:17]([OH:19])=O)=[CH:15][C:14]=2[C:22]([F:25])([F:24])[F:23])[CH2:12][CH2:11][CH2:10][CH2:9][CH2:8]1.O[N:27]=[C:28]([C:30]1[CH:35]=[CH:34][CH:33]=[CH:32][C:31]=1[O:36][C:37]([F:40])([F:39])[F:38])[NH2:29].CCN(C(C)C)C(C)C>>[F:38][C:37]([F:39])([F:40])[O:36][C:31]1[CH:32]=[CH:33][CH:34]=[CH:35][C:30]=1[C:28]1[N:29]=[C:17]([C:16]2[CH:20]=[CH:21][C:13]([N:7]3[CH2:8][CH2:9][CH2:10][CH2:11][CH2:12]3)=[C:14]([C:22]([F:25])([F:24])[F:23])[CH:15]=2)[O:19][N:27]=1. Procedure details: Oxalyl chloride (190 mg; 1.5 mmol; 3 eq.), Intermediate 42 (137 mg; 0.5 mmol; 1 eq.), Intermediate 2 (92 mg; 0.5 mmol, 1 eq.) and DIEA (194 mg; 1.5 mmol; 3 eq.) were reacted according to general procedure 2. Purification by crystallisation from MeOH/water afforded the title compound as a white solid. Reactants: C(C)(=O)C1=C(C=C(O)C(=C1)C(C)=O)O (4,6-diacetylresorcinol), C([O-])([O-])=O.[K+].[K+] (potassium carbonate), BrCCCCC#N (5-bromopentanenitrile), [I-].[K+] (potassium iodide). The product is C(C)(=O)C1=C(OCCCCC#N)C=C(C(=C1)C(C)=O)O (5-(2,4-Diacetyl-5-hydroxyphenoxy)pentanenitrile). Yield: 24.2%. As a reaction SMILES: [C:1]([C:4]1[CH:10]=[C:9]([C:11](=[O:13])[CH3:12])[C:7]([OH:8])=[CH:6][C:5]=1[OH:14])(=[O:3])[CH3:2].C(=O)([O-])[O-].[K+].[K+].Br[CH2:22][CH2:23][CH2:24][CH2:25][C:26]#[N:27].[I-].[K+]>>[C:1]([C:4]1[CH:10]=[C:9]([C:11](=[O:13])[CH3:12])[C:7]([OH:8])=[CH:6][C:5]=1[O:14][CH2:22][CH2:23][CH2:24][CH2:25][C:26]#[N:27])(=[O:3])[CH3:2] |f:1.2.3,5.6|. Procedure details: A mixture of 582 mg of 4,6-diacetylresorcinol, 460 mg of potassium carbonate, 530 mg of 5-bromopentanenitrile and 0.2 9 of potassium iodide was heated at reflux overnight. The mixture was concentrated in vacuo and partitioned between ethyl acetate and dilute hydrochloric acid. The organic layer was separated, dried over sodium sulfate, and concentrated in vacuo. The residue was purified by preparative thin layer chromatography on silica gel eluting with 40% ethyl acetate in hexane to provide 200... Yields the product CC1(OC2=C(C(N1)=O)C=C(C=C2)SC2=CC=CC=C2)C (2,2- dimethyl-6-phenylthio-3,4-dihydro-2H-1,3-benzoxazin-4-one). Reaction SMILES: I[C:2]1[CH:3]=[CH:4][C:5]2[O:10][C:9]([CH3:12])([CH3:11])[NH:8][C:7](=[O:13])[C:6]=2[CH:14]=1.[C:15]1([SH:21])[CH:20]=[CH:19][CH:18]=[CH:17][CH:16]=1.C(=O)([O-])[O-].[K+].[K+].O>C(O)CC(C)C.[Cu]>[CH3:11][C:9]1([CH3:12])[NH:8][C:7](=[O:13])[C:6]2[CH:14]=[C:2]([S:21][C:15]3[CH:20]=[CH:19][CH:18]=[CH:17][CH:16]=3)[CH:3]=[CH:4][C:5]=2[O:10]1 |f:2.3.4|. The reagents and catalysts are [Cu] (copper). The yield is 28.4%. The solvent is C(CC(C)C)O (isoamyl alcohol). Reported procedure: 6-Iodo-2,2-dimethyl-3,4-dihydro-2H-1,3-benzoxazin-4-one (compound A-11, 10.0 g), thiophenol (17.2 g), potassium carbonate (10.0 g) and copper powder (1.0 g) were suspended in isoamyl alcohol (100 ml) and the suspension was heated to reflux for 3 hours under Ar. After air cooling, the reaction mixture was poured into water and extracted with ethyl acetate. The organic layer was successively washed with an aqueous sodium bicarbonate solution and saturated saline solution, dried over anhydrous magn... The reactants are IC=1C=CC2=C(C(NC(O2)(C)C)=O)C1 (6-Iodo-2,2-dimethyl-3,4-dihydro-2H-1,3-benzoxazin-4-one), O (water), C1(=CC=CC=C1)S (thiophenol), C([O-])([O-])=O.[K+].[K+] (potassium carbonate).